Dataset: the Open Reaction Database (ORD), a public repository of structured organic reaction records. Task: describe an organic reaction: reactants, conditions, products, and yield The reactants are ClCC(=O)NCC=1C=C(C(C(=O)OCC)=CC1)O (Ethyl N-chloroacetyl-4-aminomethylsalicylate), [I-].[Na+] (sodium iodide). Run in CC(=O)C (acetone). Yields the product ICC(=O)NCC=1C=C(C(C(=O)OCC)=CC1)O (ethyl N-iodoacetyl4-aminomethylsalicylate). Yield: 130.8%. RXN SMILES: Cl[CH2:2][C:3]([NH:5][CH2:6][C:7]1[CH:8]=[C:9]([OH:18])[C:10](=[CH:16][CH:17]=1)[C:11]([O:13][CH2:14][CH3:15])=[O:12])=[O:4].[I-:19].[Na+]>CC(C)=O>[I:19][CH2:2][C:3]([NH:5][CH2:6][C:7]1[CH:8]=[C:9]([OH:18])[C:10](=[CH:16][CH:17]=1)[C:11]([O:13][CH2:14][CH3:15])=[O:12])=[O:4] |f:1.2|. Reported procedure: Ethyl N-chloroacetyl-4-aminomethylsalicylate (0.11 g, 0.40 mmoles) was dissolved in acetone (5 mL) and sodium iodide (0.06 g, 0.40 mmoles) was added. The solution was refluxed for 2.5 hours, then cooled to room temperature and filtered. The filtrate was evaporated to dryness to afford a white solid of ethyl N-iodoacetyl4-aminomethylsalicylate (0.19 g, 100% yield) (m.p. 105°-108° C.). Starting materials: Clc1ccc(OCc2ccccc2)c(-c2cncnc2)c1, CCO. Product: Oc1ccc(Cl)cc1-c1cncnc1. RXN SMILES: [CH2:1]([c:2]1[cH:3][cH:4][cH:5][cH:6][cH:7]1)[O:8][c:9]1[c:10](-[c:16]2[cH:17][n:18][cH:19][n:20][cH:21]2)[cH:11][c:12]([Cl:15])[cH:13][cH:14]1.[CH3:22][CH2:23][OH:24]>>[OH:8][c:9]1[c:10](-[c:16]2[cH:17][n:18][cH:19][n:20][cH:21]2)[cH:11][c:12]([Cl:15])[cH:13][cH:14]1. Reactants: C(=O)(O)[O-].[Na+] (NaHCO3), OO.NC(=O)N (urea hydrogen peroxide), FC(C(=O)OC(C(F)(F)F)=O)(F)F (trifluoroacetic anhydride), C(#N)C1=CC=NC(=C1C(=O)OC)C=1C=NN(C1)CC (methyl 4-cyano-2-(1-ethyl-1H-pyrazol-4-yl)nicotinate). The solvent is C(Cl)(Cl)Cl (chloroform), C(C)#N (ACN). Run at time 8 hour. Product: C(#N)C1=C(C(=[N+](C=C1)[O-])C=1C=NN(C1)CC)C(=O)OC (4-Cyano-2-(1-ethyl-1H-pyrazol-4-yl)-3-(methoxycarbonyl)pyridine 1-oxide). As a reaction SMILES: [C:1]([C:3]1[C:8]([C:9]([O:11][CH3:12])=[O:10])=[C:7]([C:13]2[CH:14]=[N:15][N:16]([CH2:18][CH3:19])[CH:17]=2)[N:6]=[CH:5][CH:4]=1)#[N:2].OO.NC(N)=[O:24].FC(F)(F)C(OC(=O)C(F)(F)F)=O.C([O-])(O)=O.[Na+]>C(#N)C.C(Cl)(Cl)Cl>[C:1]([C:3]1[CH:4]=[CH:5][N+:6]([O-:24])=[C:7]([C:13]2[CH:14]=[N:15][N:16]([CH2:18][CH3:19])[CH:17]=2)[C:8]=1[C:9]([O:11][CH3:12])=[O:10])#[N:2] |f:1.2,4.5|. Reported procedure: To a mixture of methyl 4-cyano-2-(1-ethyl-1H-pyrazol-4-yl)nicotinate (207 mg, 0.808 mmol) in ACN (2 mL) was added urea hydrogen peroxide (380 mg, 4.04 mmol) and trifluoroacetic anhydride (0.456 mL, 3.23 mmol) at 0° C. The resulting mixture was stirred at RT overnight. Next, saturated aq NaHCO3 solution and chloroform were added. The aqueous phase was extracted with chloroform (3×200 mL). The organic layers were combined and washed with brine, dried over MgSO4, and evaporated to give the title co... The reactants are O=P(Cl)(Cl)Cl (POCl3), CN(C)C=O (DMF), C(Cl)(Cl)Cl (CHCl3), CC1CCC=2N(CC1)C(C1=C(N2)SC2=C1CCCC2=O)=O (2,3,8,9,10,11-Hexahydro-9-methyl-[1]benzothieno[2′,3′: 4,5]pyrimido[1,2-a]azepine-4,13(1H,7H)-dione), C(Cl)(Cl)Cl (CHCl3). Reaction conditions: temperature 50 celsius, time 8 hour. Product: ClC1=C(CCC2=C1SC=1N=C3N(CCC(CC3)C)C(C12)=O)C=O (4-Chloro-9-methyl-1,2,7,8,9,10,11,13-octahydro-13-oxo-[1]benzothieno[2′,3′: 4,5]pyrimido [1,2-a]azepine-3-carbaldehyde). As a reaction SMILES: O=P(Cl)(Cl)Cl.CN(C=O)C.[CH3:11][CH:12]1[CH2:18][CH2:17][N:16]2[C:19](=[O:31])[C:20]3[C:25]4[CH2:26][CH2:27][CH2:28][C:29](=[O:30])[C:24]=4[S:23][C:21]=3[N:22]=[C:15]2[CH2:14][CH2:13]1.[CH:32](Cl)(Cl)[Cl:33]>>[Cl:33][C:32]1[C:24]2[S:23][C:21]3[N:22]=[C:15]4[CH2:14][CH2:13][CH:12]([CH3:11])[CH2:18][CH2:17][N:16]4[C:19](=[O:31])[C:20]=3[C:25]=2[CH2:26][CH2:27][C:28]=1[CH:29]=[O:30]. Procedure details: POCl3 (2.91 mmol) was added dropwise into DMF (3.02 mmol) in CHCl3 (2 ml) at 0° C. After 30 minutes compound 17 (0.36 mmol) in CHCl3 (6 ml) was added slowly dropwise. The reaction mixture was allowed to reach room temperature and stirred overnight after which the reaction mixture was heated to 50° C. for 12 hours. The reaction mixture was cooled to room temperature and quenched with saturated NaOAc, extracted with CH2Cl2, washed with brine and water, and dried over Na2SO4. After filtration the s... Reaction SMILES: [CH:1]1([O:7][CH2:8][CH2:9][CH2:10][OH:11])[CH2:2][CH2:3][CH2:4][CH2:5][CH2:6]1.[Cl:23][CH2:24][Cl:25].[O:12]=[Cr:13]([Cl:14])([O-:15])=[O:16].[nH+:17]1[cH:18][cH:19][cH:20][cH:21][cH:22]1>>[CH:1]1([O:7][CH2:8][CH2:9][CH:10]=[O:11])[CH2:2][CH2:3][CH2:4][CH2:5][CH2:6]1. Product: O=CCCOC1CCCCC1. The reactants are OCCCOC1CCCCC1, ClCCl, O=[Cr](=O)([O-])Cl, c1cc[nH+]cc1. Reactants: CC(=O)O[BH-](OC(C)=O)OC(C)=O, CC(=O)O, C1COCCN1, ClCCCl, [Na+], O=C1CCC2(CC1)OCCO2. Yields the product C1CN(C2CCC3(CC2)OCCO3)CCO1. Reaction SMILES: [C:1]([O:2][BH-:3]([O:4][C:5](=[O:6])[CH3:7])[O:8][C:9](=[O:10])[CH3:11])(=[O:12])[CH3:13].[C:32]([OH:33])(=[O:34])[CH3:35].[CH2:26]1[CH2:27][O:28][CH2:29][CH2:30][NH:31]1.[Cl:36][CH2:37][CH2:38][Cl:39].[Na+:14].[O:15]1[CH2:16][CH2:17][O:18][C:19]12[CH2:20][CH2:21][C:22](=[O:25])[CH2:23][CH2:24]2>>[O:15]1[CH2:16][CH2:17][O:18][C:19]12[CH2:20][CH2:21][CH:22]([N:31]1[CH2:26][CH2:27][O:28][CH2:29][CH2:30]1)[CH2:23][CH2:24]2. Reactants: BrCCCCCCBr (1,6-dibromohexane), C1(=CC=CC=C1)P(C1=CC=CC=C1)C1=CC=CC=C1 (triphenylphosphine). Product: [Br-].BrCCCCCC[PH3+] (6-bromohexyl-phosphonium bromide). Isolated yield 120.2%. RXN SMILES: [Br:1][CH2:2][CH2:3][CH2:4][CH2:5][CH2:6][CH2:7]Br.C1([P:15](C2C=CC=CC=2)C2C=CC=CC=2)C=CC=CC=1>>[Br-:1].[Br:1][CH2:2][CH2:3][CH2:4][CH2:5][CH2:6][CH2:7][PH3+:15] |f:2.3|. Reported procedure: 9.3 g of 1,6-dibromohexane and 5 g of triphenylphosphine were stirred under argon at 100° for 1 hour. The reaction mixture was subsequently cooled and chromatographed on 90 g of silica gel with methylene chloride/methanol 95:5. The 6-bromohexyl-phosphonium bromide (6.37 g, 65%) obtained was treated with 35 ml of a 33 percent solution of dimethylamine in ethanol and stirred at room temperature for 24 hours under argon. The solution was evaporated and the residue was dried carefully in a high vacu... Starting materials: NC=1SC=C(N1)/C(/C(=O)O)=N/OCC(=O)OC(C)(C)C (2-(2-aminothiazol-4-yl)-2(Z)-(tert-butoxycarbonylmethoxyimino)acetic acid), BrN1C(CCC1=O)=O (N-bromosuccinimide). Run in CO (methanol). Reaction conditions: temperature 60 celsius, time 2 hour. Product: NC=1SC(=C(N1)/C(/C(=O)O)=N/OCC(=O)OC(C)(C)C)Br (2-(2-Amino-5-bromothiazol-4-yl)-2(Z)-(tert-butoxycarbonylmethoxyimino)acetic acid). Reaction SMILES: [NH2:1][C:2]1[S:3][CH:4]=[C:5](/[C:7](=[N:11]/[O:12][CH2:13][C:14]([O:16][C:17]([CH3:20])([CH3:19])[CH3:18])=[O:15])/[C:8]([OH:10])=[O:9])[N:6]=1.[Br:21]N1C(=O)CCC1=O>CO>[NH2:1][C:2]1[S:3][C:4]([Br:21])=[C:5](/[C:7](=[N:11]/[O:12][CH2:13][C:14]([O:16][C:17]([CH3:20])([CH3:19])[CH3:18])=[O:15])/[C:8]([OH:10])=[O:9])[N:6]=1. Reported procedure: A mixture of 12 g of 2-(2-aminothiazol-4-yl)-2(Z)-(tert-butoxycarbonylmethoxyimino)acetic acid and 9.54 g of N-bromosuccinimide in 100 ml of methanol is stirred at 60° C. for 2 hours. Reactants: O=C(NCCc1ccc(Br)cc1)C(F)(F)F, CC(=O)O, O=S(=O)(O)O. Product: O=C(N1CCc2ccc(Br)cc2C1)C(F)(F)F. Reaction SMILES: [Br:1][c:2]1[cH:3][cH:4][c:5]([CH2:6][CH2:7][NH:8][C:9]([C:10]([F:11])([F:12])[F:13])=[O:14])[cH:15][cH:16]1.[CH3:22][C:23](=[O:24])[OH:25].[S:17](=[O:18])(=[O:19])([OH:20])[OH:21]>>[Br:1][c:2]1[cH:3][c:4]2[c:5]([cH:15][cH:16]1)[CH2:6][CH2:7][N:8]([C:9]([C:10]([F:11])([F:12])[F:13])=[O:14])[CH2:22]2.